From a dataset of the Open Reaction Database (ORD), a public repository of structured organic reaction records. describe an organic reaction: reactants, conditions, products, and yield Reactants: OC=1C=C(C#N)C=CC1 (3-hydroxybenzonitrile), BrCCCCBr (1,4-dibromobutane). Yields the product BrCCCCOC=1C=C(C#N)C=CC1 (3-(4-Bromobutoxy)benzonitrile). As a reaction SMILES: [OH:1][C:2]1[CH:3]=[C:4]([CH:7]=[CH:8][CH:9]=1)[C:5]#[N:6].[Br:10][CH2:11][CH2:12][CH2:13][CH2:14]Br>>[Br:10][CH2:11][CH2:12][CH2:13][CH2:14][O:1][C:2]1[CH:3]=[C:4]([CH:7]=[CH:8][CH:9]=1)[C:5]#[N:6]. Reported procedure: The procedure is as for Example 53, Step A, using as substrate 3-hydroxybenzonitrile and 1,4-dibromobutane. Reactants: C1CCOC1, Cc1occc1S, COC(=O)c1cc(Br)c([N+](=O)[O-])s1. Product: COC(=O)c1cc(Sc2ccoc2C)c([N+](=O)[O-])s1. As a reaction SMILES: [CH2:21]1[O:22][CH2:23][CH2:24][CH2:25]1.[CH3:14][c:15]1[o:16][cH:17][cH:18][c:19]1[SH:20].[CH3:1][O:2][C:3](=[O:4])[c:5]1[s:6][c:7]([N+:11](=[O:12])[O-:13])[c:8]([Br:10])[cH:9]1>>[CH3:1][O:2][C:3](=[O:4])[c:5]1[s:6][c:7]([N+:11](=[O:12])[O-:13])[c:8]([S:20][c:19]2[c:15]([CH3:14])[o:16][cH:17][cH:18]2)[cH:9]1. The reactants are BrC=1C=C(C=CC1OC)CCNC1=NC=C(C=N1)C(C)C (N-[2-(3-bromo-4-methoxyphenyl)ethyl]-5-isopropylpyrimidin-2-amine), FC(OC1=CC=C(CBr)C=C1)(F)F (4-trifluoromethoxybenzyl bromide). The solvent is C1CCOC1 (THF). Run at time 15 minute. The product is BrC=1C=C(C=CC1OC)CCN(C1=NC=C(C=N1)C(C)C)CC1=CC=C(C=C1)OC(F)(F)F (N-[2-(3-bromo-4-methoxyphenyl)ethyl]-5-isopropyl-N-[4-(trifluoromethoxy)benzyl]pyrimidin-2-amine). RXN SMILES: [Br:1][C:2]1[CH:3]=[C:4]([CH2:10][CH2:11][NH:12][C:13]2[N:18]=[CH:17][C:16]([CH:19]([CH3:21])[CH3:20])=[CH:15][N:14]=2)[CH:5]=[CH:6][C:7]=1[O:8][CH3:9].[F:22][C:23]([F:34])([F:33])[O:24][C:25]1[CH:32]=[CH:31][C:28]([CH2:29]Br)=[CH:27][CH:26]=1>C1COCC1>[Br:1][C:2]1[CH:3]=[C:4]([CH2:10][CH2:11][N:12]([CH2:29][C:28]2[CH:31]=[CH:32][C:25]([O:24][C:23]([F:22])([F:33])[F:34])=[CH:26][CH:27]=2)[C:13]2[N:14]=[CH:15][C:16]([CH:19]([CH3:21])[CH3:20])=[CH:17][N:18]=2)[CH:5]=[CH:6][C:7]=1[O:8][CH3:9]. Procedure: A solution of N-[2-(3-bromo-4-methoxyphenyl)ethyl]-5-isopropylpyrimidin-2-amine (157 mg; 0.45 mmol) in dry THF was treated under nitrogen with KtBuO (75 mg; 0.67 mmol). After stirring for 15 minutes, 4-trifluoromethoxybenzyl bromide (171 mg; 0.67 mmol) was added and stirred for 30 minutes. The reaction was quenched by addition of an aqueous solution of NaHSO4 and extracted with dichloromethane. The organic phase was washed with brine, dried over MgSO4, filtered and concentrated to afford N-[2-(3... The reactants are FC1=C(C=CC(=C1)F)[C@@](CN1N=CN=C1)([C@@H](C)N1CCNCC1)O ((2R,3R)-2-(2,4-difluorophenyl)-3-(piperazin-1-yl)-1-(1H-1,2,4-triazol-1-yl)butan-2-ol), C1(=CC=CC=C1)N=C=S (phenylisothiocyanate). The product is N(C1=CC=CC=C1)C(=S)N1CCN(CC1)[C@@H]([C@@](CN1N=CN=C1)(O)C1=C(C=C(C=C1)F)F)C ((2R,3R)-3-(4-Anilinothiocarbonylpiperazin-1-yl)-2-(2,4-difluorophenyl)-1-(1H-1,2,4-triazol-1-yl)butan-2-ol). The yield is 80.0%. RXN SMILES: [F:1][C:2]1[CH:7]=[C:6]([F:8])[CH:5]=[CH:4][C:3]=1[C@:9]([OH:24])([C@H:16]([N:18]1[CH2:23][CH2:22][NH:21][CH2:20][CH2:19]1)[CH3:17])[CH2:10][N:11]1[CH:15]=[N:14][CH:13]=[N:12]1.[C:25]1([N:31]=[C:32]=[S:33])[CH:30]=[CH:29][CH:28]=[CH:27][CH:26]=1>>[NH:31]([C:32]([N:21]1[CH2:20][CH2:19][N:18]([C@H:16]([CH3:17])[C@:9]([C:3]2[CH:4]=[CH:5][C:6]([F:8])=[CH:7][C:2]=2[F:1])([OH:24])[CH2:10][N:11]2[CH:15]=[N:14][CH:13]=[N:12]2)[CH2:23][CH2:22]1)=[S:33])[C:25]1[CH:30]=[CH:29][CH:28]=[CH:27][CH:26]=1. Reported procedure: The title compound was prepared similarly to example 8 starting from same piperazine derivative 2 and phenylisothiocyanate. The product was obtained as a colorless solid in 80% yield.